Dataset: the Open Reaction Database (ORD), a public repository of structured organic reaction records. Task: describe an organic reaction: reactants, conditions, products, and yield Starting materials: C1=CC=CC=2OC3=CC=CC=C3C(C12)C(=O)OCC (ethyl 9H-xanthene-9-carboxylate), C=O (paraformaldehyde), [Li]CCCC (BuLi), C=O (formaldehyde). Solvent: C1CCOC1 (THF), CN1CCCN(C1=O)C (DMPU). Run at temperature -50 celsius. Product: OCC1(C2=CC=CC=C2OC=2C=CC=CC12)C(=O)OCC (Ethyl 9-Hydroxymethyl-9H-xanthene-9-carboxylate). Isolated yield 68.0%. Reaction SMILES: [CH:1]1[C:14]2[CH:13]([C:15]([O:17][CH2:18][CH3:19])=[O:16])[C:12]3[C:7](=[CH:8][CH:9]=[CH:10][CH:11]=3)[O:6][C:5]=2[CH:4]=[CH:3][CH:2]=1.[Li]CCCC.[CH2:25]=[O:26]>C1COCC1.CN1C(=O)N(C)CCC1>[OH:26][CH2:25][C:13]1([C:15]([O:17][CH2:18][CH3:19])=[O:16])[C:14]2[CH:1]=[CH:2][CH:3]=[CH:4][C:5]=2[O:6][C:7]2[C:12]1=[CH:11][CH:10]=[CH:9][CH:8]=2. Procedure: A mixture of 1.5 g (5.9 mmol) of ethyl 9H-xanthene-9-carboxylate in 20 ml of THF and 1.6 ml of DMPU under an inert atmosphere is cooled to −50° C. 4 ml (6.4 mmol) of BuLi (1.6 M in hexane) are added dropwise to this medium with stirring, and the medium is then left stirring for 10 minutes at −40° C. After allowing the reaction medium to warm to 10° C., a flow of formaldehyde generated from 5.4 g (0.18 mol) of sublimed paraformaldehyde entrained by a stream of nitrogen is bubbled in. After stirri...